From a dataset of the Open Reaction Database (ORD), a public repository of structured organic reaction records. describe an organic reaction: reactants, conditions, products, and yield The reactants are OCCCCCCCCCCCCCCCCCCC1=C(C=C(C(=C1O)OC)OC)C (6-(18-Hydroxyoctadecyl)-2,3-dimethoxy-5-methylphenol), 18-acetoxy, N([O])(S(=O)(=O)[O-])S(=O)(=O)[O-].[K+].[K+] (potassium nitrosodisulfonate), O (water), CO (methanol), potassium dihydrogen. The solvent is CN(C=O)C (dimethylformamide). Reaction conditions: time 45 day. Product: OCCCCCCCCCCCCCCCCCCC1=C(C(C(=C(C1=O)OC)OC)=O)C (6-(18-hydroxyoctadecyl)-2,3-dimethoxy-5-methyl-1,4-benzoquinone). Isolated yield 60.1%. As a reaction SMILES: [OH:1][CH2:2][CH2:3][CH2:4][CH2:5][CH2:6][CH2:7][CH2:8][CH2:9][CH2:10][CH2:11][CH2:12][CH2:13][CH2:14][CH2:15][CH2:16][CH2:17][CH2:18][CH2:19][C:20]1[C:25]([OH:26])=[C:24]([O:27][CH3:28])[C:23]([O:29][CH3:30])=[CH:22][C:21]=1[CH3:31].N(S([O-])(=O)=O)(S([O-])(=O)=[O:35])[O].[K+].[K+].O.CO>CN(C)C=O>[OH:1][CH2:2][CH2:3][CH2:4][CH2:5][CH2:6][CH2:7][CH2:8][CH2:9][CH2:10][CH2:11][CH2:12][CH2:13][CH2:14][CH2:15][CH2:16][CH2:17][CH2:18][CH2:19][C:20]1[C:25](=[O:26])[C:24]([O:27][CH3:28])=[C:23]([O:29][CH3:30])[C:22](=[O:35])[C:21]=1[CH3:31] |f:1.2.3,^1:40|. Procedure details: 6-(18-Hydroxyoctadecyl)-2,3-dimethoxy-5-methylphenol (0.5 g), prepared by deacetylating the above 18-acetoxy compound in the same manner as in Reference Example 3, is dissolved in dimethylformamide (1 l) followed by addition of potassium nitrosodisulfonate (13 g), water (700 ml), methanol (100 ml) and potassium-dihydrogen phosfate (1 g). The mixture is stirred at room temperature for 45 days. The product is extracted in a conventional manner and recrystallized from hexane to give yellow needles ... Reactants: ClC=1N=C(C2=C(N1)C(S(C2)(=O)=O)(C)F)N2[C@H](COCC2)C (2-chloro-7-fluoro-7-methyl-4-((S)-3-methylmorpholino)-5,7-dihydrothieno[3,4-d]pyrimidine 6,6-dioxide), C1(CC1)NC(=O)NC1=CC=C(C=C1)B1OC(C(O1)(C)C)(C)C (1-cyclopropyl-3-(4-(4,4,5,5-tetramethyl-1,3,2-dioxaborolan-2-yl)phenyl)urea). The product is C1(CC1)NC(=O)NC1=CC=C(C=C1)C=1N=C(C2=C(N1)C(S(C2)(=O)=O)(C)F)N2[C@H](COCC2)C (1-cyclopropyl-3-(4-(7-fluoro-7-methyl-4-((S)-3-methylmorpholino)-6,6-dioxido-5,7-dihydrothieno[3,4-d]pyrimidin-2-yl)phenyl)urea). Reaction SMILES: Cl[C:2]1[N:3]=[C:4]([N:15]2[CH2:20][CH2:19][O:18][CH2:17][C@@H:16]2[CH3:21])[C:5]2[CH2:10][S:9](=[O:12])(=[O:11])[C:8]([F:14])([CH3:13])[C:6]=2[N:7]=1.[CH:22]1([NH:25][C:26]([NH:28][C:29]2[CH:34]=[CH:33][C:32](B3OC(C)(C)C(C)(C)O3)=[CH:31][CH:30]=2)=[O:27])[CH2:24][CH2:23]1>>[CH:22]1([NH:25][C:26]([NH:28][C:29]2[CH:34]=[CH:33][C:32]([C:2]3[N:3]=[C:4]([N:15]4[CH2:20][CH2:19][O:18][CH2:17][C@@H:16]4[CH3:21])[C:5]4[CH2:10][S:9](=[O:12])(=[O:11])[C:8]([F:14])([CH3:13])[C:6]=4[N:7]=3)=[CH:31][CH:30]=2)=[O:27])[CH2:24][CH2:23]1. Reported procedure: The title compound was synthesised following the procedure in Example 5 (step viii) using 2-chloro-7-fluoro-7-methyl-4-((S)-3-methylmorpholino)-5,7-dihydrothieno[3,4-d]pyrimidine 6,6-dioxide and 1-cyclopropyl-3-(4-(4,4,5,5-tetramethyl-1,3,2-dioxaborolan-2-yl)phenyl)urea. Reactants: [H-].[H-].[H-].[H-].[Li+].[Al+3] (LiAlH4), C(C)OC(C1=C(N=C(C=C1SC)C1=C(C=CC=C1CC)CC)C)=O (6-(2,6-diethyl-phenyl)-2-methyl-4-methylsulfanyl-nicotinic acid ethyl ester), Na2SO4.10H2O. Solvent: C1CCOC1 (THF). Run at time 1 hour. Product: C(C)C1=C(C(=CC=C1)CC)C1=CC(=C(C(=N1)C)CO)SC ([6-(2,6-diethyl-phenyl)-2-methyl-4-methylsulfanyl-pyridin-3-yl]-methanol). Reaction SMILES: [H-].[H-].[H-].[H-].[Li+].[Al+3].C([O:9][C:10](=O)[C:11]1[C:16]([S:17][CH3:18])=[CH:15][C:14]([C:19]2[C:24]([CH2:25][CH3:26])=[CH:23][CH:22]=[CH:21][C:20]=2[CH2:27][CH3:28])=[N:13][C:12]=1[CH3:29])C>C1COCC1>[CH2:27]([C:20]1[CH:21]=[CH:22][CH:23]=[C:24]([CH2:25][CH3:26])[C:19]=1[C:14]1[N:13]=[C:12]([CH3:29])[C:11]([CH2:10][OH:9])=[C:16]([S:17][CH3:18])[CH:15]=1)[CH3:28] |f:0.1.2.3.4.5|. Reported procedure: A solution of LiAlH4 (1 M in THF, 1 mL, 1 mmol) is added to a solution of 6-(2,6-diethyl-phenyl)-2-methyl-4-methylsulfanyl-nicotinic acid ethyl ester (125 mg) in THF (5 mL) at 0° C. The mixture is warmed to room temperature and stirred for 1 hour, cooled to 0° C. and Na2SO4.10H2O is added to quench the reaction. The mixture is filtered through Celite and the filtrate is concentrated in vacuo to give [6-(2,6-diethyl-phenyl)-2-methyl-4-methylsulfanyl-pyridin-3-yl]-methanol. The reactants are ClCCl, CC(=O)Nc1nc(COc2ccc(CCOC(=O)NNC(=O)OC(C)(C)C)cc2)cs1, O=C(O)C(F)(F)F. Product: CC(=O)Nc1nc(COc2ccc(CCOC(=O)NN)cc2)cs1. Reaction SMILES: [Cl:39][CH2:40][Cl:41].[NH:1]([NH:2][C:3]([O:4][C:5]([CH3:6])([CH3:7])[CH3:8])=[O:9])[C:10](=[O:11])[O:12][CH2:13][CH2:14][c:15]1[cH:16][cH:17][c:18]([O:21][CH2:22][c:23]2[n:24][c:25]([NH:28][C:29]([CH3:30])=[O:31])[s:26][cH:27]2)[cH:19][cH:20]1.[OH:32][C:33]([C:34]([F:35])([F:36])[F:37])=[O:38]>>[NH:1]([NH2:2])[C:10](=[O:11])[O:12][CH2:13][CH2:14][c:15]1[cH:16][cH:17][c:18]([O:21][CH2:22][c:23]2[n:24][c:25]([NH:28][C:29]([CH3:30])=[O:31])[s:26][cH:27]2)[cH:19][cH:20]1. Procedure: A mixture of 2-methoxy-4-nitrophenyl isocyanate (15.0 g, 77 mmol) and aminopyrazine (7.35 g, 77 mmol) in THF (600 mL) was stirred at reflux for 24 hours. The product precipitated from the cooled reaction mixture and was collected by filtration, washed with ethyl acetate, triturated with hot ethanol, and dried in vacuo (16.3 g, 73%). 1H NMR (300 Mhz, d6DMSO) δ: 10.50 (br s, 1H), 10.42 (s, 1H), 8.94 (s, 1H), 8.48 (d, 1H), 8.39 (s, 1H), 8.32 (d, 1H), 7.95 (dd, J=9.1, 2.4 Hz, 1H), 7.84 (d, J=2.4 Hz,... Solvent: C1CCOC1 (THF). Reactants: COC1=C(C=CC(=C1)[N+](=O)[O-])N=C=O (2-methoxy-4-nitrophenyl isocyanate), NC1=NC=CN=C1 (aminopyrazine). As a reaction SMILES: [CH3:1][O:2][C:3]1[CH:8]=[C:7]([N+:9]([O-:11])=[O:10])[CH:6]=[CH:5][C:4]=1[N:12]=[C:13]=[O:14].[NH2:15][C:16]1[CH:21]=[N:20][CH:19]=[CH:18][N:17]=1>C1COCC1>[CH3:1][O:2][C:3]1[CH:8]=[C:7]([N+:9]([O-:11])=[O:10])[CH:6]=[CH:5][C:4]=1[NH:12][C:13]([NH:15][C:16]1[CH:21]=[N:20][CH:19]=[CH:18][N:17]=1)=[O:14]. Product: COC1=C(C=CC(=C1)[N+](=O)[O-])NC(=O)NC1=NC=CN=C1 (1-(2-methoxy-4-nitrophenyl)-3-pyrazin-2-yl-urea). Yield: 70.0%. Starting materials: C(OC1=CC(=NN1C1=NC=CC=C1)C1=CC=C(C=C1)C1=CC2=C(OCO2)C=C1)(OC(C)(C)C)=O (3-(4-(benzo[d][1,3]-dioxol-5-yl)phenyl)-1-(pyridin-2-yl)-1H-pyrazol-5-yl tert-butyl carbonate), C(OC1=CC(=NN1C1=NC=CC=C1)C1=CC=C(C=C1)C1=CC=CC=C1)(OC(C)(C)C)=O (3-(biphenyl-4-yl)-1-(pyridin-2-yl)-1H-pyrazol-5-yl tert-butyl carbonate). As a reaction SMILES: C(=O)(OC(C)(C)C)[O:2][C:3]1[N:7]([C:8]2[CH:13]=[CH:12][CH:11]=[CH:10][N:9]=2)[N:6]=[C:5]([C:14]2[CH:19]=[CH:18][C:17]([C:20]3[CH:28]=[CH:27][C:23]4[O:24][CH2:25][O:26][C:22]=4[CH:21]=3)=[CH:16][CH:15]=2)[CH:4]=1.C(=O)(OC(C)(C)C)OC1N(C2C=CC=CN=2)N=C(C2C=CC(C3C=CC=CC=3)=CC=2)C=1>>[O:24]1[C:23]2[CH:27]=[CH:28][C:20]([C:17]3[CH:16]=[CH:15][C:14]([C:5]4[CH:4]=[C:3]([OH:2])[N:7]([C:8]5[CH:13]=[CH:12][CH:11]=[CH:10][N:9]=5)[N:6]=4)=[CH:19][CH:18]=3)=[CH:21][C:22]=2[O:26][CH2:25]1. Procedure: The title compound was prepared in the same manner as in Example D-1, except that an equimolar amount of Compound 28 of Example C-2 was used in place of Compound 27 of Example C-1. Yields the product O1COC2=C1C=CC(=C2)C2=CC=C(C=C2)C2=NN(C(=C2)O)C2=NC=CC=C2 (3-(4-(benzo[d][1,3]-dioxol-5-yl)phenyl)-1-(pyridin-2-yl)-1H-pyrazol-5-ol). Starting materials: O (water), [OH-].[Na+] (sodium hydroxide), [N+](=O)([O-])C1=C(C#N)C=CC(=C1)C(CC)=O (2-nitro-4-propionylbenzonitrile), O (water), S(O)(O)(=O)=O (sulfuric acid). The solvent is C(C)(=O)O (acetic acid). Reaction conditions: temperature 110 celsius, time 30 minute. Product: crude product, [N+](=O)([O-])C1=C(C(=O)O)C=CC(=C1)C(CC)=O (2-nitro-4-propionyl benzoic acid). As a reaction SMILES: [N+:1]([C:4]1[CH:11]=[C:10]([C:12](=[O:15])[CH2:13][CH3:14])[CH:9]=[CH:8][C:5]=1[C:6]#N)([O-:3])=[O:2].[OH2:16].S(=O)(=O)(O)O.[OH-:22].[Na+]>C(O)(=O)C>[N+:1]([C:4]1[CH:11]=[C:10]([C:12](=[O:15])[CH2:13][CH3:14])[CH:9]=[CH:8][C:5]=1[C:6]([OH:22])=[O:16])([O-:3])=[O:2] |f:3.4|. Procedure: 2-nitro-4-propionylbenzonitrile (5g) was suspended in acetic acid (15 ml), then water (5 ml) and concentrated sulfuric acid (5 ml) were added and the mixture was stirred at 110° C. for 6 hours 30 minutes. The reaction solution was gradually cooled down to room temperature, then water and a 5N aqueous sodium hydroxide solution were added, and the mixture was extracted with ethyl acetate. Next, the organic layer was extracted with water and 5N sodium hydroxide aqueous solution, then the obtained a... Reactants: ClCCl, CCN(C(C)C)C(C)C, Cc1ccc2oc(Cl)nc2c1, NC(CC1CCCCC1)c1ccccn1. Yields the product Cc1ccc2oc(NC(CC3CCCCC3)c3ccccn3)nc2c1. RXN SMILES: [CH2:36]([Cl:37])[Cl:38].[CH:27]([N:28]([CH:29]([CH3:30])[CH3:31])[CH2:32][CH3:33])([CH3:34])[CH3:35].[Cl:16][c:17]1[o:18][c:19]2[c:20]([n:21]1)[cH:22][c:23]([CH3:26])[cH:24][cH:25]2.[n:1]1[c:2]([CH:7]([CH2:8][CH:9]2[CH2:10][CH2:11][CH2:12][CH2:13][CH2:14]2)[NH2:15])[cH:3][cH:4][cH:5][cH:6]1>>[n:1]1[c:2]([CH:7]([CH2:8][CH:9]2[CH2:10][CH2:11][CH2:12][CH2:13][CH2:14]2)[NH:15][c:17]2[o:18][c:19]3[c:20]([n:21]2)[cH:22][c:23]([CH3:26])[cH:24][cH:25]3)[cH:3][cH:4][cH:5][cH:6]1. Starting materials: C(C)C1=CC=2[C@@H]3[C@@H](NC(C2C(=C1)C(F)(F)F)=O)CN(C3)C(=O)OC(C)(C)C ((3aR,9bS)-tert-butyl 8-ethyl-5-oxo-6-(trifluoromethyl)-3,3a,4,5-tetrahydro-1H-pyrrolo[3,4-c]isoquinoline-2(9bH)-carboxylate), Cl (HCl). Run in C(C)OCC (diethyl ether). Run at time 5 minute. Product: Cl.C(C)C1=CC=2[C@@H]3[C@@H](NC(C2C(=C1)C(F)(F)F)=O)CNC3 ((3aR,9bS)-8-Ethyl-6-(trifluoromethyl)-2,3,3a,4-tetrahydro-1H-pyrrolo[3,4-c]isoquinolin-5(9bH)-one hydrochloride). The yield is 88.0%. RXN SMILES: [CH2:1]([C:3]1[CH:12]=[C:11]([C:13]([F:16])([F:15])[F:14])[C:10]2[C:9](=[O:17])[NH:8][C@H:7]3[CH2:18][N:19](C(OC(C)(C)C)=O)[CH2:20][C@@H:6]3[C:5]=2[CH:4]=1)[CH3:2].[ClH:28]>C(OCC)C>[ClH:28].[CH2:1]([C:3]1[CH:12]=[C:11]([C:13]([F:14])([F:15])[F:16])[C:10]2[C:9](=[O:17])[NH:8][C@H:7]3[CH2:18][NH:19][CH2:20][C@@H:6]3[C:5]=2[CH:4]=1)[CH3:2] |f:3.4|. Reported procedure: To a solution of (3aR,9bS)-tert-butyl 8-ethyl-5-oxo-6-(trifluoromethyl)-3,3a,4,5-tetrahydro-1H-pyrrolo[3,4-c]isoquinoline-2(9bH)-carboxylate, the first eluting peak from Part H above, (55 mg, 0.14 mmol) in 2 mL of diethyl ether was added 1 mL of 12 N HCl. The resulting mixture was stirred vigorously for 5 min at ambient temperature and then was concentrated and dried in vacuo. The resulting white solid was triturated twice with diethyl ether and dried in vacuo to afford 40 mg (88%) of the title ...